Dataset: the Open Reaction Database (ORD), a public repository of structured organic reaction records. Task: describe an organic reaction: reactants, conditions, products, and yield Starting materials: [BH4-], CO, [Na+], CCCc1c(Cc2ccc(-c3ccccc3-c3noc(=O)[nH]3)cc2)c(=O)n(C2CCC(=O)CC2)c2ncnn12. Yields the product CCCc1c(Cc2ccc(-c3ccccc3-c3noc(=O)[nH]3)cc2)c(=O)n(C2CCC(O)CC2)c2ncnn12. RXN SMILES: [BH4-:40].[CH3:42][OH:43].[Na+:41].[O:1]=[C:2]1[CH2:3][CH2:4][CH:5]([n:8]2[c:9]3[n:10]([c:11]([CH2:34][CH2:35][CH3:36])[c:12]([CH2:15][c:16]4[cH:17][cH:18][c:19](-[c:22]5[c:23](-[c:28]6[n:29][o:30][c:31](=[O:33])[nH:32]6)[cH:24][cH:25][cH:26][cH:27]5)[cH:20][cH:21]4)[c:13]2=[O:14])[n:37][cH:38][n:39]3)[CH2:6][CH2:7]1>>[OH:1][CH:2]1[CH2:3][CH2:4][CH:5]([n:8]2[c:9]3[n:10]([c:11]([CH2:34][CH2:35][CH3:36])[c:12]([CH2:15][c:16]4[cH:17][cH:18][c:19](-[c:22]5[c:23](-[c:28]6[n:29][o:30][c:31](=[O:33])[nH:32]6)[cH:24][cH:25][cH:26][cH:27]5)[cH:20][cH:21]4)[c:13]2=[O:14])[n:37][cH:38][n:39]3)[CH2:6][CH2:7]1.